This data is from the Open Reaction Database (ORD), a public repository of structured organic reaction records. The task is: describe an organic reaction: reactants, conditions, products, and yield The reactants are O (Water), BrC1=C2CC[C@@H](C2=C(C=C1)F)O ((S)-4-bromo-7-fluoro-2,3-dihydro-1H-inden-1-ol), N1C=NC=C1 (imidazol), C(C)(C)(C)[Si](Cl)(C)C (tert.-butyldimethylchlorosilane). Solvent: CN(C=O)C (N,N-dimethylformamide). Conditions: time 2 hour. The product is BrC1=C2CC[C@@H](C2=C(C=C1)F)O[Si](C)(C)C(C)(C)C ((S)-(4-Bromo-7-fluoro-2,3-dihydro-1H-inden-1-yloxy)(tert-butyl)dimethyl-silane). RXN SMILES: [Br:1][C:2]1[CH:10]=[CH:9][C:8]([F:11])=[C:7]2[C:3]=1[CH2:4][CH2:5][C@@H:6]2[OH:12].N1C=CN=C1.[C:18]([Si:22]([CH3:25])([CH3:24])Cl)([CH3:21])([CH3:20])[CH3:19].O>CN(C)C=O>[Br:1][C:2]1[CH:10]=[CH:9][C:8]([F:11])=[C:7]2[C:3]=1[CH2:4][CH2:5][C@@H:6]2[O:12][Si:22]([C:18]([CH3:21])([CH3:20])[CH3:19])([CH3:25])[CH3:24]. Procedure details: (S)-4-bromo-7-fluoro-2,3-dihydro-1H-inden-1-ol (6.8 g) and imidazol (5 g) are dissolved at 0° C. in N,N-dimethylformamide (NMP, 25 mL), treated with tert.-butyldimethylchlorosilane (6.3 g) and stirred for 2 hours at room temperature. Water is added and the mixture is stirred for 10 minutes. Then the mixture is partitioned between 1 M hydrochloric acid and ethyl acetate. The organic phase is dried (MgSO4) and concentrated to give the title compound. Yield: 9.25 g.